From a dataset of the Open Reaction Database (ORD), a public repository of structured organic reaction records. describe an organic reaction: reactants, conditions, products, and yield Starting materials: C(CCC)OC=1C=C2C(=C(NC2=CC1)C)C=O (5-Butoxy-2-methylindole-3-carboxaldehyde), C(C)OC=1C=C2C(=C(NC2=CC1)C)/C=C/C(=O)C1=CC=NC=C1 (trans-3-(5-ethoxy-2-methylindole-3-yl)-1-(4-pyridinyl)-2-propen-1-one). The product is C(CCC)OC=1C=C2C(=C(NC2=CC1)C)/C=C/C(=O)C1=CC=NC=C1 (trans-3-(5-butoxy-2-methylindole-3-yl)-1-(4-pyridinyl)-2-propen-1-one). Yield: 57.0%. Reaction SMILES: [CH2:1]([O:5][C:6]1[CH:7]=[C:8]2[C:12](=[CH:13][CH:14]=1)[NH:11][C:10]([CH3:15])=[C:9]2[CH:16]=O)[CH2:2][CH2:3][CH3:4].C(OC1C=C2C(=CC=1)NC(C)=C2/C=[CH:32]/[C:33]([C:35]1[CH:40]=[CH:39][N:38]=[CH:37][CH:36]=1)=[O:34])C>>[CH2:1]([O:5][C:6]1[CH:7]=[C:8]2[C:12](=[CH:13][CH:14]=1)[NH:11][C:10]([CH3:15])=[C:9]2/[CH:16]=[CH:32]/[C:33]([C:35]1[CH:40]=[CH:39][N:38]=[CH:37][CH:36]=1)=[O:34])[CH2:2][CH2:3][CH3:4]. Procedure: 5-Butoxy-2-methylindole-3-carboxaldehyde 409d (250 mg, 1.08 mmol) was reacted in a similar manner to that for 402a to yield a bright yellow powder (206 mg, 57%): mp 227-228° C. TLC Rf 0.33 (80% EtOAc/hexanes). 1H NMR (600 MHz, d6-DMSO) δ 11.39 (s, 1H), 8.81-8.80 (m, 2H), 8.08-8.06 (d, 1H, J=15.3 Hz), 7.93-7.92 (m, 2H), 7.41 (d, 1H, J=12.3 Hz), 7.34-7.31 (d, 1H, J=15.24 Hz), 7.30-7.28 (d, 1H, J=8.64 Hz), 6.84-6.82 (dd, 1H, J1=8.64 Hz, J2=2.34 Hz), 4.08-4.06 (t, 2H, J=6.48 Hz), 2.57 (s, 3H), 1.76-... The reactants are BrC1CSC(COCc2ccccc2)C1, CC([O-])=S, CC#N, [K+], C1COCCOCCOCCOCCOCCO1, O. Yields the product CC(=O)SC1CSC(COCc2ccccc2)C1. As a reaction SMILES: [Br:1][CH:2]1[CH2:3][CH:4]([CH2:7][O:8][CH2:9][c:10]2[cH:11][cH:12][cH:13][cH:14][cH:15]2)[S:5][CH2:6]1.[C:34]([CH3:35])(=[S:36])[O-:37].[CH3:39][C:40]#[N:41].[K+:38].[O:16]1[CH2:17][CH2:18][O:19][CH2:20][CH2:21][O:22][CH2:23][CH2:24][O:25][CH2:26][CH2:27][O:28][CH2:29][CH2:30][O:31][CH2:32][CH2:33]1.[OH2:42]>>[CH:2]1([S:36][C:34]([CH3:35])=[O:37])[CH2:3][CH:4]([CH2:7][O:8][CH2:9][c:10]2[cH:11][cH:12][cH:13][cH:14][cH:15]2)[S:5][CH2:6]1.